From a dataset of the Open Reaction Database (ORD), a public repository of structured organic reaction records. describe an organic reaction: reactants, conditions, products, and yield Starting materials: [H-].[Na+] (Sodium hydride), Cl (hydrochloric acid), ice water, C1(=CC=CC=C1)S(=O)(=O)NCCC1=CC=C(OCC(=O)OCC)C=C1 (ethyl 4-[2-(benzenesulphonylamino)-ethyl]-phenoxyacetate), CI (methyl iodide), CN(CCC1=CC=C(OCC(=O)OCC)C=C1)S(=O)(=O)C1=CC=CC=C1 (ethyl 4-[2-(N-methylbenzenesulphonylamino)-ethyl]-phenoxyacetate). Solvent: C1(=CC=CC=C1)C (toluene), CN(P(N(C)C)(N(C)C)=O)C (hexamethylphosphoric acid triamide), CN(P(N(C)C)(N(C)C)=O)C (hexamethylphosphoric acid triamide). Reaction conditions: time 3 hour. Product: CN(CCC1=CC=C(OCC(=O)O)C=C1)S(=O)(=O)C1=CC=CC=C1 (4-[2-(N-Methylbenzenesulphonylamino)-ethyl]-phenoxyacetic acid). RXN SMILES: [H-].[Na+].C1(S(NCCC2C=CC(OCC(OCC)=O)=CC=2)(=O)=O)C=CC=CC=1.CI.Cl.[CH3:31][N:32]([S:48]([C:51]1[CH:56]=[CH:55][CH:54]=[CH:53][CH:52]=1)(=[O:50])=[O:49])[CH2:33][CH2:34][C:35]1[CH:47]=[CH:46][C:38]([O:39][CH2:40][C:41]([O:43]CC)=[O:42])=[CH:37][CH:36]=1>CN(C)P(=O)(N(C)C)N(C)C.C1(C)C=CC=CC=1>[CH3:31][N:32]([S:48]([C:51]1[CH:52]=[CH:53][CH:54]=[CH:55][CH:56]=1)(=[O:49])=[O:50])[CH2:33][CH2:34][C:35]1[CH:36]=[CH:37][C:38]([O:39][CH2:40][C:41]([OH:43])=[O:42])=[CH:46][CH:47]=1 |f:0.1|. Procedure details: 0.6 g. (25 mMol) Sodium hydride (suspension in mineral oil) are added to a mixture of 9.1 g. (25 mMol) ethyl 4-[2-(benzenesulphonylamino)-ethyl]-phenoxyacetate, 50 ml. hexamethylphosphoric acid triamide and 50 ml. anhydrous toluene and the reaction mixture subsequently stirred for 2 hours at 80° C. The reaction mixture is then cooled, mixed with a mixture of 10.6 g. (75 mMol) methyl iodide and 10 ml. hexamethylphosphoric acid triamide, stirred for 15 minutes at 20° C. and then kept for 3 hours a... Reactants: CCCNC(=O)c1cc(Cl)ccc1[N+](=O)[O-], C1CCOC1, CCCN, O=S(Cl)Cl. Yields the product CCCN=C(NCCC)c1cc(Cl)ccc1[N+](=O)[O-]. RXN SMILES: [CH2:1]([CH2:2][CH3:3])[NH:4][C:5]([c:6]1[c:7]([N+:13](=[O:14])[O-:15])[cH:8][cH:9][c:10]([Cl:12])[cH:11]1)=[O:16].[CH2:25]1[O:26][CH2:27][CH2:28][CH2:29]1.[NH2:21][CH2:22][CH2:23][CH3:24].[S:17]([Cl:18])([Cl:19])=[O:20]>>[CH2:1]([CH2:2][CH3:3])[N:4]=[C:5]([c:6]1[c:7]([N+:13](=[O:14])[O-:15])[cH:8][cH:9][c:10]([Cl:12])[cH:11]1)[NH:21][CH2:22][CH2:23][CH3:24]. Reactants: CC(C)(C)[O-], COC(=O)c1cccc(CCl)c1, [K+], C1CCOC1, c1ccc2c(c1)Nc1ccccc1O2. Product: COC(=O)c1cccc(CN2c3ccccc3Oc3ccccc32)c1. RXN SMILES: [CH3:15][C:16]([CH3:17])([O-:18])[CH3:19].[Cl:21][CH2:22][c:23]1[cH:24][c:25]([C:26](=[O:27])[O:28][CH3:29])[cH:30][cH:31][cH:32]1.[K+:20].[O:33]1[CH2:34][CH2:35][CH2:36][CH2:37]1.[cH:1]1[cH:2][cH:3][cH:4][c:5]2[c:14]1[NH:13][c:12]1[c:7]([cH:8][cH:9][cH:10][cH:11]1)[O:6]2>>[cH:1]1[cH:2][cH:3][cH:4][c:5]2[c:14]1[N:13]([CH2:22][c:23]1[cH:24][c:25]([C:26](=[O:27])[O:28][CH3:29])[cH:30][cH:31][cH:32]1)[c:12]1[c:7]([cH:8][cH:9][cH:10][cH:11]1)[O:6]2. The reactants are Cc1c(N)c(=O)n(-c2ccccc2)n1C, O=[IH2]c1ccccc1, O=P([O-])([O-])[O-]. Yields the product Cc1c(NO)c(=O)n(-c2ccccc2)n1C. As a reaction SMILES: [CH3:1][c:2]1[c:3]([NH2:4])[c:5](=[O:6])[n:7](-[c:8]2[cH:9][cH:10][cH:11][cH:12][cH:13]2)[n:14]1[CH3:15].[IH2:16](=[O:17])[c:18]1[cH:19][cH:20][cH:21][cH:22][cH:23]1.[O-:24][P:25](=[O:26])([O-:27])[O-:28]>>[CH3:1][c:2]1[c:3]([NH:4][OH:17])[c:5](=[O:6])[n:7](-[c:8]2[cH:9][cH:10][cH:11][cH:12][cH:13]2)[n:14]1[CH3:15]. Reactants: CCOC(=O)CNc1c(C(C)C)cc(C(O)(C(F)(F)F)C(F)(F)F)cc1C(C)C, Cl, [Na+], [OH-]. Yields the product CC(C)c1cc(C(O)(C(F)(F)F)C(F)(F)F)cc(C(C)C)c1NCC(=O)O. As a reaction SMILES: [CH:1]([CH3:2])([CH3:3])[c:4]1[c:5]([NH:23][CH2:24][C:25](=[O:26])[O:27][CH2:28][CH3:29])[c:6]([CH:20]([CH3:21])[CH3:22])[cH:7][c:8]([C:10]([C:11]([F:12])([F:13])[F:14])([C:15]([F:16])([F:17])[F:18])[OH:19])[cH:9]1.[ClH:32].[Na+:31].[OH-:30]>>[CH:1]([CH3:2])([CH3:3])[c:4]1[c:5]([NH:23][CH2:24][C:25](=[O:26])[OH:27])[c:6]([CH:20]([CH3:21])[CH3:22])[cH:7][c:8]([C:10]([C:11]([F:12])([F:13])[F:14])([C:15]([F:16])([F:17])[F:18])[OH:19])[cH:9]1. Procedure details: A solution of the product from Step B (18 g, 21.4 mmol) in a water/trifluoroacetic acid mixture (1:9) was stirred for 12 h. The solid which formed was collected by filtration, washed with hexane, and dried to give 11.9 g (86%) of a colorless solid: mp 210°-212° C. Reactants: CC1(OCC(O1)CN1S(C2=C(C=C1C(=O)OCC)C=CS2)(=O)=O)C (Ethyl 2-[(2,2-Dimethyl-1,3-dioxolan-4-yl)methyl]-2H-thieno[3,2-e]-1,2-thiazine-3-carboxylate 1,1-dioxide), O.FC(C(=O)O)(F)F (water trifluoroacetic acid). Product: OCC1CN2S(C3=C(C=C2C(O1)=O)C=CS3)(=O)=O (7-Hydroxymethyl-7,8-dihydro-5H-[1,4]oxazino[4,3-b]thieno[3,2-e]-1,2-thiazine-5-one 10,10-dioxide). Yield: 193.5%. Reaction SMILES: CC1(C)O[CH:5]([CH2:7][N:8]2[C:13]([C:14]([O:16]CC)=[O:15])=[CH:12][C:11]3[CH:19]=[CH:20][S:21][C:10]=3[S:9]2(=[O:23])=[O:22])[CH2:4][O:3]1.O.FC(F)(F)C(O)=O>>[OH:3][CH2:4][CH:5]1[O:16][C:14](=[O:15])[C:13]2[N:8]([S:9](=[O:22])(=[O:23])[C:10]3[S:21][CH:20]=[CH:19][C:11]=3[CH:12]=2)[CH2:7]1 |f:1.2|. Starting materials: [I-].[K+] (potassium iodide), CN1CC(=C[C@@H]2C=3C=CC=C4N(C(=C(C[C@@H]12)C34)SC(C)C)SC(C)C)C (8,9-didehydro-6,8-dimethyl 1,2-di(1-methylethyl)thioergoline), N (ammonia). Run in C(C)(=O)OCC (ethyl acetate), Cl (HCl), C(C)O (ethanol), O (water). Yields the product CN1CC(=C[C@@H]2C=3C=CC=C4NC(=C(C[C@@H]12)C34)SC(C)C)C (8,9-didehydro-6,8-dimethyl-2-(1-methylethyl)thioergoline). As a reaction SMILES: [CH3:1][N:2]1[C@H:16]2[C@@H:6]([C:7]3[CH:8]=[CH:9][CH:10]=[C:11]4[C:17]=3[C:14]([CH2:15]2)=[C:13]([S:18][CH:19]([CH3:21])[CH3:20])[N:12]4SC(C)C)[CH:5]=[C:4]([CH3:26])[CH2:3]1.[I-].[K+].N>Cl.C(O)C.O.C(OCC)(=O)C>[CH3:1][N:2]1[C@H:16]2[C@@H:6]([C:7]3[CH:8]=[CH:9][CH:10]=[C:11]4[C:17]=3[C:14]([CH2:15]2)=[C:13]([S:18][CH:19]([CH3:20])[CH3:21])[NH:12]4)[CH:5]=[C:4]([CH3:26])[CH2:3]1 |f:1.2|. Reported procedure: Product I (2 g) was dissolved in a solution of 5N HCl (50 ml) and ethanol (10 ml). After adding potassium iodide (1.33 g), the mixture was refluxed for one hour then diluted with water, basified with concentrated ammonia solution (specific gravity 0.88) and extracted with dichloromethane three times. The dichloromethane extracts were washed (H2O), dried (MgSO4) and evaporated to give a black oil. The oil was dissolved in ethyl acetate and chromatographed over neutral alumina (grade III) eluting ... Reactants: COC(C=P(C1=CC=CC=C1)(C1=CC=CC=C1)C1=CC=CC=C1)=O (methyl(triphenylphosphoranylidene)acetate), ClC1=C(C=O)C=CC=C1Cl (2,3-dichlorobenzaldehyde), C(CCC)[Li] (n-butyllithium). Solvent: C1CCOC1 (THF), CCCCCC (hexane), C1CCOC1 (THF). Reaction conditions: time 20 minute. Yields the product ClC1=C(C(=CC=C1)C=COC)Cl (1,2-Dichloro-3-(2-methoxyethenyl)benzene). Isolated yield 32.9%. As a reaction SMILES: [CH3:1][O:2][C:3](=O)C=P(C1C=CC=CC=1)(C1C=CC=CC=1)C1C=CC=CC=1.C([Li])CCC.[Cl:30][C:31]1[C:38]([Cl:39])=[CH:37][CH:36]=[CH:35][C:32]=1[CH:33]=O>CCCCCC.C1COCC1>[Cl:39][C:38]1[CH:37]=[CH:36][CH:35]=[C:32]([CH:33]=[CH:1][O:2][CH3:3])[C:31]=1[Cl:30]. Procedure details: Into a flask under argon containing 700 ml of dry THF was placed 159 g (0.47 mole) of methyl(triphenylphosphoranylidene)acetate. To the stirred suspension cooled in an ice/water bath was added dropwise 320 ml (0.47 mole) of 1.45M n-butyllithium in hexane. After stirring for 20 min, 74 g (0.42 mole) of 2,3-dichlorobenzaldehyde in 700 ml of dry THF was added. After 2 hr the reaction mixture was washed with an ammonium chloride solution, brine and dried (MgSO4). The solvent was evaporated in vacuo.... Isolated yield 61.3%. Reactants: C(C1=CC=CC=C1)[C@H]1N(C(OC1)=O)C1=CC=C(C(=O)OC)C=C1 (methyl (R)-4-(4-benzyl-2-oxooxazolidin-3-yl)benzoate), CC1=C(C=CC(=C1)C)N1CCNCC1 (1-(2,4-dimethylphenyl)piperazine), O.[Cl-].COC1=NC(=NC(=N1)OC)[N+]1(CCOCC1)C (4-(4,6-dimethoxy[1.3.5]triazin-2-yl)-4-methylmorpholinium chloride hydrate), [OH-].[Na+] (sodium hydroxide), Cl (hydrochloric acid). Reported procedure: To methyl (R)-4-(4-benzyl-2-oxooxazolidin-3-yl)benzoate (0.19 g) described in Preparation Example 22 were added 1N aqueous sodium hydroxide solution (0.92 mL), methanol (5 mL) and 1,4-dioxane (1 mL), and the mixture was stirred at 65° C. for 7 hr. 1N hydrochloric acid (0.92 mL) was added, 1-(2,4-dimethylphenyl)piperazine (0.116 g) and 4-(4,6-dimethoxy[1.3.5]triazin-2-yl)-4-methylmorpholinium chloride hydrate (0.17 g) were added, and the mixture was stirred at room temperature. After completion o... Product: C(C1=CC=CC=C1)[C@H]1N(C(OC1)=O)C1=CC=C(C=C1)C(=O)N1CCN(CC1)C1=C(C=C(C=C1)C)C ((R)-4-benzyl-3-{4-[4-(2,4-dimethylphenyl)piperazine-1-carbonyl]phenyl}oxazolidin-2-one). As a reaction SMILES: [CH2:1]([C@@H:8]1[CH2:12][O:11][C:10](=[O:13])[N:9]1[C:14]1[CH:23]=[CH:22][C:17]([C:18](OC)=[O:19])=[CH:16][CH:15]=1)[C:2]1[CH:7]=[CH:6][CH:5]=[CH:4][CH:3]=1.[OH-].[Na+].Cl.[CH3:27][C:28]1[CH:33]=[C:32]([CH3:34])[CH:31]=[CH:30][C:29]=1[N:35]1[CH2:40][CH2:39][NH:38][CH2:37][CH2:36]1.O.[Cl-].COC1N=C(OC)N=C([N+]2(C)CCOCC2)N=1>O1CCOCC1.CO>[CH2:1]([C@@H:8]1[CH2:12][O:11][C:10](=[O:13])[N:9]1[C:14]1[CH:15]=[CH:16][C:17]([C:18]([N:38]2[CH2:39][CH2:40][N:35]([C:29]3[CH:30]=[CH:31][C:32]([CH3:34])=[CH:33][C:28]=3[CH3:27])[CH2:36][CH2:37]2)=[O:19])=[CH:22][CH:23]=1)[C:2]1[CH:7]=[CH:6][CH:5]=[CH:4][CH:3]=1 |f:1.2,5.6.7|. Solvent: O1CCOCC1 (1,4-dioxane), CO (methanol). Reaction conditions: temperature 65 celsius, time 7 hour.